From a dataset of the Open Reaction Database (ORD), a public repository of structured organic reaction records. describe an organic reaction: reactants, conditions, products, and yield Reactants: C1CCOC1, Cc1ccccc1, CCN(C(C)C)C(C)C, O=C(Cl)Cl, N#CCN1C(=O)CNc2c(F)cccc21, Cc1cc(C(=O)N2CCCCc3ccccc32)ccc1CN. Reaction SMILES: [CH2:58]1[O:59][CH2:60][CH2:61][CH2:62]1.[CH3:20][c:21]1[cH:22][cH:23][cH:24][cH:25][cH:26]1.[CH:27]([N:28]([CH:29]([CH3:30])[CH3:31])[CH2:32][CH3:33])([CH3:34])[CH3:35].[Cl:16][C:17]([Cl:18])=[O:19].[F:1][c:2]1[c:3]2[c:8]([cH:9][cH:10][cH:11]1)[N:7]([CH2:12][C:13]#[N:14])[C:6](=[O:15])[CH2:5][NH:4]2.[NH2:36][CH2:37][c:38]1[c:39]([CH3:57])[cH:40][c:41]([C:44](=[O:45])[N:46]2[c:47]3[c:48]([cH:53][cH:54][cH:55][cH:56]3)[CH2:49][CH2:50][CH2:51][CH2:52]2)[cH:42][cH:43]1>>[F:1][c:2]1[c:3]2[c:8]([cH:9][cH:10][cH:11]1)[N:7]([CH2:12][C:13]#[N:14])[C:6](=[O:15])[CH2:5][N:4]2[C:17](=[O:19])[NH:36][CH2:37][c:38]1[c:39]([CH3:57])[cH:40][c:41]([C:44](=[O:45])[N:46]2[c:47]3[c:48]([cH:53][cH:54][cH:55][cH:56]3)[CH2:49][CH2:50][CH2:51][CH2:52]2)[cH:42][cH:43]1. Yields the product Cc1cc(C(=O)N2CCCCc3ccccc32)ccc1CNC(=O)N1CC(=O)N(CC#N)c2cccc(F)c21. The reactants are NC1=C(C(=O)O)C=CC=C1 (2-aminobenzoic acid), C(C)OC(OCC)OCC (triethylorthoformate). Yields the product N1=COC(C2=C1C=CC=C2)=O (benzo[d][1,3]oxazin-4-one). Reaction SMILES: [NH2:1][C:2]1[CH:10]=[CH:9][CH:8]=[CH:7][C:3]=1[C:4]([OH:6])=[O:5].[CH2:11](OC(OCC)OCC)C>>[N:1]1[C:2]2[CH:10]=[CH:9][CH:8]=[CH:7][C:3]=2[C:4](=[O:6])[O:5][CH:11]=1. Reported procedure: A mixture of 2-aminobenzoic acid (1 g, 7.29 mmol) and triethylorthoformate (3 mL) was refluxed overnight. The reaction mixture was cooled to room temperature and triturated with 10 mL of hexane. The resulting solid was filtered and further washed with hexane to yield 1.1 g of the expected benzo[d][1,3]oxazin-4-one. Starting materials: [N+](=O)([O-])C1=C(C=CC=C1)CC=O (2-(2-nitrophenyl)acetaldehyde), O(C)C(=O)C=P(C1=CC=CC=C1)(C1=CC=CC=C1)C1=CC=CC=C1 (methoxylcarbonylmethylenetriphenylphosphorane). Run in C1(=CC=CC=C1)C (toluene). Conditions: temperature 110 celsius. The product is [N+](=O)([O-])C1=C(C=CC=C1)/C=C/CC(=O)OC ((E)-Methyl 4-(2-nitrophenyl)but-3-enoate), [N+](=O)([O-])C1=C(C=CC=C1)C/C=C/C(=O)OC ((E)-methyl 4-(2-nitrophenyl)but-2-enoate). Reaction SMILES: [N+:1]([C:4]1[CH:9]=[CH:8][CH:7]=[CH:6][C:5]=1[CH2:10][CH:11]=O)([O-:3])=[O:2].[O:13]([C:15]([CH:17]=P(C1C=CC=CC=1)(C1C=CC=CC=1)C1C=CC=CC=1)=[O:16])[CH3:14]>C1(C)C=CC=CC=1>[N+:1]([C:4]1[CH:9]=[CH:8][CH:7]=[CH:6][C:5]=1/[CH:10]=[CH:11]/[CH2:17][C:15]([O:13][CH3:14])=[O:16])([O-:3])=[O:2].[N+:1]([C:4]1[CH:9]=[CH:8][CH:7]=[CH:6][C:5]=1[CH2:10]/[CH:11]=[CH:17]/[C:15]([O:13][CH3:14])=[O:16])([O-:3])=[O:2]. Procedure: A mixture of 2-(2-nitrophenyl)acetaldehyde (760 mg, 4.6 mmol) and methoxylcarbonylmethylenetriphenylphosphorane (1.5 g, 4.6 mmol) in toluene (10 mL) was heated at 110° C. for 3 hours. The crude material was purified by silica gel column chromatography eluting with hexanes and ethyl acetate (2:1) to afford the title compound along with (E)-methyl 4-(2-nitrophenyl)but-2-enoate. The reactants are [OH-].[Na+] (sodium hydroxide), styrene-maleic anhydride copolymer, N1=C(N)N=C(N)N=C1N (melamine), C=O (formalin), [OH-].[Na+] (sodium hydroxide), N[C@@H](CC1=CNC=N1)CO (Hisol), mixture 9.0. The solvent is O (water). Reaction conditions: temperature 60 celsius, time 4 hour. Yields the product C=O.N1=C(N)N=C(N)N=C1N (melamine-formaldehyde). As a reaction SMILES: [OH-].[Na+].N[C@H]([CH2:11][OH:12])CC1N=CNC=1.[N:13]1[C:20]([NH2:21])=[N:19][C:17]([NH2:18])=[N:16][C:14]=1[NH2:15].C=O>O>[CH2:11]=[O:12].[N:13]1[C:20]([NH2:21])=[N:19][C:17]([NH2:18])=[N:16][C:14]=1[NH2:15] |f:0.1,6.7|. Procedure: In 100 parts of a 5% aqueous solution of pH 4.0 obtained by dissolving styrene-maleic anhydride copolymer and a small amount of sodium hydroxide, 80 parts of an oil Nisseki Hisol N-296 (a trade name mfd. by Nippon Petrochemicals Co., Ltd.) dissolving 2.5 parts of 3-diethylamino-7-chlorofluofluoran was emulsified. A melamine-formaldehyde precondensate was prepared by mixing 10 parts of melamine, 25 parts of a 37% formalin solution and 65 parts of water, making the pH of the mixture 9.0 with sodiu... Reactants: O (Water), [Si](C)(C)(C(C)(C)C)Cl (tert-butyldimethylsilyl chloride), N1C=NC=C1 (imidazole), NC([C@H](CC1=CC=C(C=C1)C1=CC2=C(N(C(S2)=O)CCO)C=C1)NC(=O)[C@H]1N(CCCC1)C(=O)OC(C)(C)C)=O ((S)-tert-butyl 2-((S)-1-amino-3-(4-(3-(2-hydroxyethyl)-2-oxo-2,3-dihydrobenzo[d]thiazol-6-yl)phenyl)-1-oxopropan-2-ylcarbamoyl)piperidine-1-carboxylate), [Si](C)(C)(C(C)(C)C)Cl (tert-butyldimethylsilyl chloride), N1C=NC=C1 (imidazole). Run in CN(C)C=O (DMF). Run at time 4 hour. Yields the product NC([C@H](CC1=CC=C(C=C1)C1=CC2=C(N(C(S2)=O)CCO[Si](C)(C)C(C)(C)C)C=C1)NC(=O)[C@H]1N(CCCC1)C(=O)OC(C)(C)C)=O ((S)-tert-Butyl 2-((S)-1-amino-3-(4-(3-(2-(tert-butyldimethylsilyloxy)ethyl)-2-oxo-2,3-dihydrobenzo[d]thiazol-6-yl)phenyl)-1-oxopropan-2-ylcarbamoyl)piperidine-1-carboxylate). The yield is 78.4%. Reaction SMILES: [NH2:1][C:2](=[O:40])[C@@H:3]([NH:24][C:25]([C@@H:27]1[CH2:32][CH2:31][CH2:30][CH2:29][N:28]1[C:33]([O:35][C:36]([CH3:39])([CH3:38])[CH3:37])=[O:34])=[O:26])[CH2:4][C:5]1[CH:10]=[CH:9][C:8]([C:11]2[CH:23]=[CH:22][C:14]3[N:15]([CH2:19][CH2:20][OH:21])[C:16](=[O:18])[S:17][C:13]=3[CH:12]=2)=[CH:7][CH:6]=1.[Si:41](Cl)([C:44]([CH3:47])([CH3:46])[CH3:45])([CH3:43])[CH3:42].N1C=CN=C1.O>CN(C=O)C>[NH2:1][C:2](=[O:40])[C@@H:3]([NH:24][C:25]([C@@H:27]1[CH2:32][CH2:31][CH2:30][CH2:29][N:28]1[C:33]([O:35][C:36]([CH3:37])([CH3:39])[CH3:38])=[O:34])=[O:26])[CH2:4][C:5]1[CH:6]=[CH:7][C:8]([C:11]2[CH:23]=[CH:22][C:14]3[N:15]([CH2:19][CH2:20][O:21][Si:41]([C:44]([CH3:47])([CH3:46])[CH3:45])([CH3:43])[CH3:42])[C:16](=[O:18])[S:17][C:13]=3[CH:12]=2)=[CH:9][CH:10]=1. Procedure: A solution of (S)-tert-butyl 2-((S)-1-amino-3-(4-(3-(2-hydroxyethyl)-2-oxo-2,3-dihydrobenzo[d]thiazol-6-yl)phenyl)-1-oxopropan-2-ylcarbamoyl)piperidine-1-carboxylate (138 mg), tert-butyldimethylsilyl chloride (40.2 mg) and imidazole (41.3 mg) in DMF (1 mL) was stirred for 16 h. Further tert-butyldimethylsilyl chloride (40.2 mg) and imidazole (41.3 mg) were added and stirred for 4 h. Water was added and the mixture was extracted thrice with ethyl acetate. The organic layers were washed twice with... Starting materials: CCN(C(C)C)C(C)C, O=C1N(c2ccccc2Cl)CCC12CCCN2, ClCCl, O=S(=O)(Cl)c1ccc(OC(F)F)cc1. The product is O=C1N(c2ccccc2Cl)CCC12CCCN2S(=O)(=O)c1ccc(OC(F)F)cc1. Reaction SMILES: [CH:18]([N:19]([CH2:20][CH3:21])[CH:22]([CH3:23])[CH3:24])([CH3:25])[CH3:26].[Cl:1][c:2]1[c:3]([N:8]2[C:9](=[O:17])[C:10]3([CH2:11][CH2:12][CH2:13][NH:14]3)[CH2:15][CH2:16]2)[cH:4][cH:5][cH:6][cH:7]1.[Cl:41][CH2:42][Cl:43].[F:27][CH:28]([O:29][c:30]1[cH:31][cH:32][c:33]([S:36](=[O:37])(=[O:38])[Cl:39])[cH:34][cH:35]1)[F:40]>>[Cl:1][c:2]1[c:3]([N:8]2[C:9](=[O:17])[C:10]3([CH2:11][CH2:12][CH2:13][N:14]3[S:36]([c:33]3[cH:32][cH:31][c:30]([O:29][CH:28]([F:27])[F:40])[cH:35][cH:34]3)(=[O:37])=[O:38])[CH2:15][CH2:16]2)[cH:4][cH:5][cH:6][cH:7]1. The reactants are COC(C1=C(C=CC=C1)NC(=O)N[C@@H]1[C@@H](OC(OC1)(C)C)C1=CC=CC=C1)=O (2-[3-((4S,5S)-2,2-Dimethyl-4-phenyl-[1,3]dioxan-5-yl)-ureido]-benzoic acid methyl ester), [OH-].[Li+] (lithium hydroxide). Run in C1CCOC1 (THF). The product is CC1(OC[C@@H]([C@@H](O1)C1=CC=CC=C1)NC(NC1=C(C(=O)O)C=CC=C1)=O)C (2-[3-((4S,5S)-2,2-Dimethyl-4-phenyl-[1,3]dioxan-5-yl)-ureido]-benzoic acid). Reaction SMILES: C[O:2][C:3](=[O:28])[C:4]1[CH:9]=[CH:8][CH:7]=[CH:6][C:5]=1[NH:10][C:11]([NH:13][C@H:14]1[CH2:19][O:18][C:17]([CH3:21])([CH3:20])[O:16][C@H:15]1[C:22]1[CH:27]=[CH:26][CH:25]=[CH:24][CH:23]=1)=[O:12].[OH-].[Li+]>C1COCC1>[CH3:20][C:17]1([CH3:21])[O:16][C@@H:15]([C:22]2[CH:23]=[CH:24][CH:25]=[CH:26][CH:27]=2)[C@@H:14]([NH:13][C:11](=[O:12])[NH:10][C:5]2[CH:6]=[CH:7][CH:8]=[CH:9][C:4]=2[C:3]([OH:28])=[O:2])[CH2:19][O:18]1 |f:1.2|. Procedure: The title compound was prepared upon treatment of the product of Example 40 with lithium hydroxide in aqueous THF.